This data is from the Open Reaction Database (ORD), a public repository of structured organic reaction records. The task is: describe an organic reaction: reactants, conditions, products, and yield The reactants are C1(CC1)C=1C(=NC=C(C(=O)O)C1)OCC(F)(F)F (5-cyclopropyl-6-(2,2,2-trifluoro-ethoxy)-nicotinic acid), CN(N)C1=CC=CC=C1 (N-methyl-N-phenyl-hydrazine). Yields the product CN(NC(C1=CN=C(C(=C1)C1CC1)OCC(F)(F)F)=O)C1=CC=CC=C1 (5-cyclopropyl-6-(2,2,2-trifluoro-ethoxy)-nicotinic acid N′-methyl-N′-phenyl-hydrazide). As a reaction SMILES: [CH:1]1([C:4]2[C:5]([O:13][CH2:14][C:15]([F:18])([F:17])[F:16])=[N:6][CH:7]=[C:8]([CH:12]=2)[C:9]([OH:11])=O)[CH2:3][CH2:2]1.[CH3:19][N:20]([C:22]1[CH:27]=[CH:26][CH:25]=[CH:24][CH:23]=1)[NH2:21]>>[CH3:19][N:20]([C:22]1[CH:27]=[CH:26][CH:25]=[CH:24][CH:23]=1)[NH:21][C:9](=[O:11])[C:8]1[CH:12]=[C:4]([CH:1]2[CH2:2][CH2:3]2)[C:5]([O:13][CH2:14][C:15]([F:18])([F:17])[F:16])=[N:6][CH:7]=1. Procedure details: The title compound was synthesized in analogy to the procedure described in Example 34 c), using 5-cyclopropyl-6-(2,2,2-trifluoro-ethoxy)-nicotinic acid (example 34b) and N-methyl-N-phenyl-hydrazine (CAN 618-40-6); MS (ESI) 366.2 (M+H)+.